From a dataset of the Open Reaction Database (ORD), a public repository of structured organic reaction records. describe an organic reaction: reactants, conditions, products, and yield The reactants are NCCOC1=CC=C(C=C1)CC(C(=O)OCC)OC1=CC=CC=C1 (ethyl 3-[4-(2-aminoethoxy)phenyl]-2-phenoxypropionate), C1(=CC=C(C=C1)C(=O)O)C1=CC=CC=C1 (biphenyl-4-carboxylic acid), C(=O)(N1C=NC=C1)N1C=NC=C1 (carbonyldiimidazole). The yield is 27.2%. Yields the product C1(=CC=C(C=C1)C(=O)NCCOC1=CC=C(C=C1)CC(C(=O)OCC)OC1=CC=CC=C1)C1=CC=CC=C1 (Ethyl 3-[4-[2-(biphenyl-4-carbonylamino)ethoxy]phenyl]-2-phenoxypropionate). Procedure details: In a similar manner to that described in Example 5, a reaction was carried out using ethyl 3-[4-(2-aminoethoxy)phenyl]-2-phenoxypropionate (666 mg), which is the product of Reference example 4, biphenyl-4-carboxylic acid (400 mg) and carbonyldiimidazole (393 mg) and the reaction mixture was treated to give the title compound (280 mg) as a white powder. RXN SMILES: [NH2:1][CH2:2][CH2:3][O:4][C:5]1[CH:10]=[CH:9][C:8]([CH2:11][CH:12]([O:18][C:19]2[CH:24]=[CH:23][CH:22]=[CH:21][CH:20]=2)[C:13]([O:15][CH2:16][CH3:17])=[O:14])=[CH:7][CH:6]=1.[C:25]1([C:34]2[CH:39]=[CH:38][CH:37]=[CH:36][CH:35]=2)[CH:30]=[CH:29][C:28]([C:31](O)=[O:32])=[CH:27][CH:26]=1.C(N1C=CN=C1)(N1C=CN=C1)=O>>[C:25]1([C:34]2[CH:35]=[CH:36][CH:37]=[CH:38][CH:39]=2)[CH:26]=[CH:27][C:28]([C:31]([NH:1][CH2:2][CH2:3][O:4][C:5]2[CH:6]=[CH:7][C:8]([CH2:11][CH:12]([O:18][C:19]3[CH:20]=[CH:21][CH:22]=[CH:23][CH:24]=3)[C:13]([O:15][CH2:16][CH3:17])=[O:14])=[CH:9][CH:10]=2)=[O:32])=[CH:29][CH:30]=1. The reactants are ClC=1C=C(C=CC1)C1C(=C(NC(=C1C(=O)[O-])C)C)C(=O)OCCC#N (mono(2-cyanoethyl) 4-(3-chlorophenyl)-2,6-dimethyl-1,4-dihydropyridine-3,5-dicarboxylate), Cl.CN(CCCN=C=NCC)C (1-(3-dimethylaminopropyl)-3-ethylcarbodiimide hydrochloride), C1(=CC=CC=C1)N1CCNCC1 (1-phenylpiperazine), C(O)([O-])=O.[Na+] (sodium hydrogencarbonate). Reagents/catalysts: CN(C1=CC=NC=C1)C (4-dimethylaminopyridine). Run in ClCCl (dichloromethane). The product is ClC=1C=C(C=CC1)C1C(=C(NC(=C1C(=O)N1CCN(CC1)C1=CC=CC=C1)C)C)C(=O)OCCC#N (2-cyanoethyl 4-(3-chlorophenyl)-2,6-dimethyl-5-(4-phenylpiperazine-1-carbonyl)-1,4-dihydropyridine-3-carboxylate). RXN SMILES: [Cl:1][C:2]1[CH:3]=[C:4]([CH:8]2[C:13]([C:14]([O-:16])=O)=[C:12]([CH3:17])[NH:11][C:10]([CH3:18])=[C:9]2[C:19]([O:21][CH2:22][CH2:23][C:24]#[N:25])=[O:20])[CH:5]=[CH:6][CH:7]=1.Cl.CN(C)CCCN=C=NCC.[C:38]1([N:44]2[CH2:49][CH2:48][NH:47][CH2:46][CH2:45]2)[CH:43]=[CH:42][CH:41]=[CH:40][CH:39]=1.C(=O)([O-])O.[Na+]>CN(C)C1C=CN=CC=1.ClCCl>[Cl:1][C:2]1[CH:3]=[C:4]([CH:8]2[C:13]([C:14]([N:47]3[CH2:48][CH2:49][N:44]([C:38]4[CH:43]=[CH:42][CH:41]=[CH:40][CH:39]=4)[CH2:45][CH2:46]3)=[O:16])=[C:12]([CH3:17])[NH:11][C:10]([CH3:18])=[C:9]2[C:19]([O:21][CH2:22][CH2:23][C:24]#[N:25])=[O:20])[CH:5]=[CH:6][CH:7]=1 |f:1.2,4.5|. Procedure: 216 mg (0.60 mmol) of mono(2-cyanoethyl) 4-(3-chlorophenyl)-2,6-dimethyl-1,4-dihydropyridine-3,5-dicarboxylate, 147 mg (0.76 mmol) of 1-(3-dimethylaminopropyl)-3-ethylcarbodiimide hydrochloride, 0.14 ml (0.92 mmol) of 1-phenylpiperazine and 25 mg (0.20 mmol) of 4-dimethylaminopyridine were stirred in 10 ml of dichloromethane at room temperature for 4 days. A saturated aqueous sodium hydrogencarbonate solution was added to the reaction mixture. After the extraction with dichloromethane, the organ...